This data is from the Open Reaction Database (ORD), a public repository of structured organic reaction records. The task is: describe an organic reaction: reactants, conditions, products, and yield Starting materials: C1(=CC=C(C=C1)S(=O)(=O)O)C (p-toluene sulfonic acid), C(CO)O (ethylene glycol), COC1=C(C=O)C=CC(=C1)[N+](=O)[O-] (2-methoxy-4-nitro-benzaldehyde), C1(=CC=C(C=C1)S(=O)(=O)O)C (p-toluene sulfonic acid), C(CO)O (ethylene glycol). Run in C1(=CC=CC=C1)C (toluene). Run at temperature 50 celsius, time 12 hour. Product: COC1=C(C=CC(=C1)[N+](=O)[O-])C1OCCO1 (2-(2-Methoxy-4-nitrophenyl)-1,3-dioxolane). Isolated yield 95.5%. RXN SMILES: [CH3:1][O:2][C:3]1[CH:10]=[C:9]([N+:11]([O-:13])=[O:12])[CH:8]=[CH:7][C:4]=1[CH:5]=[O:6].C1(C)C=CC(S(O)(=O)=O)=CC=1.[CH2:25](O)[CH2:26][OH:27]>C1(C)C=CC=CC=1>[CH3:1][O:2][C:3]1[CH:10]=[C:9]([N+:11]([O-:13])=[O:12])[CH:8]=[CH:7][C:4]=1[CH:5]1[O:27][CH2:26][CH2:25][O:6]1. Procedure details: To a stirred solution of 2-methoxy-4-nitro-benzaldehyde (4.61 g, 25.4 mmol) in toluene (51 mL), was added p-toluene sulfonic acid (483 mg, 2.54 mmol), followed by ethylene glycol (2.83 mL, 50.8 mmol). After heating the reaction mixture at 50° C. for 12 h, additional p-toluene sulfonic acid (483 mg, 2.54 mmol) and ethylene glycol (2.83 mL, 50.8 mmol) were added. After an additional 12 h, the solvent was removed under reduced pressure, and the resulting residue was dissolved in dichloromethane (50... Reactants: ClC1=CC(=C(CN2N=CC3=CC(=CC=C23)\C=C/2\C(N(C(S2)=O)[C@H]2[C@@H](CNCC2)F)=O)C=C1)C(F)(F)F ((5Z)-5-({1-[4-chloro-2-(trifluoromethyl)benzyl]-1H-indazol-5-yl}methylidene)-3-[trans-3-fluoropiperidin-4-yl]-1,3-thiazolidine-2,4-dione), C=O (formaldehyde). Yields the product ClC1=CC(=C(CN2N=CC3=CC(=CC=C23)\C=C/2\C(N(C(S2)=O)[C@H]2[C@@H](CN(CC2)C)F)=O)C=C1)C(F)(F)F ((5Z)-5-({1-[4-Chloro-2-(trifluoromethyl)benzyl]-1H-indazol-5-yl}methylidene)-3-[trans-3-fluoro-1-methylpiperidin-4-yl]-1,3-thiazolidine-2,4-dione). Procedure: (5Z)-5-({1-[4-Chloro-2-(trifluoromethyl)benzyl]-1H-indazol-5-yl}methylidene)-3-[trans-3-fluoro-1-methylpiperidin-4-yl]-1,3-thiazolidine-2,4-dione was prepared from (5Z)-5-({1-[4-chloro-2-(trifluoromethyl)benzyl]-1H-indazol-5-yl}methylidene)-3-[trans-3-fluoropiperidin-4-yl]-1,3-thiazolidine-2,4-dione (Example 273) and formaldehyde following General Procedure R. As a reaction SMILES: [Cl:1][C:2]1[CH:32]=[CH:31][C:5]([CH2:6][N:7]2[C:15]3[C:10](=[CH:11][C:12](/[CH:16]=[C:17]4/[C:18](=[O:30])[N:19]([C@@H:23]5[CH2:28][CH2:27][NH:26][CH2:25][C@H:24]5[F:29])[C:20](=[O:22])[S:21]/4)=[CH:13][CH:14]=3)[CH:9]=[N:8]2)=[C:4]([C:33]([F:36])([F:35])[F:34])[CH:3]=1.[CH2:37]=O>>[Cl:1][C:2]1[CH:32]=[CH:31][C:5]([CH2:6][N:7]2[C:15]3[C:10](=[CH:11][C:12](/[CH:16]=[C:17]4/[C:18](=[O:30])[N:19]([C@@H:23]5[CH2:28][CH2:27][N:26]([CH3:37])[CH2:25][C@H:24]5[F:29])[C:20](=[O:22])[S:21]/4)=[CH:13][CH:14]=3)[CH:9]=[N:8]2)=[C:4]([C:33]([F:36])([F:35])[F:34])[CH:3]=1. The product is CC(C)(C1CCNCC1)S(=O)(=O)C1=NC(=CC=C1)C(F)(F)F (2-[(1-methyl-1-piperidin-4-ylethyl)sulfonyl]-6-(trifluoromethyl)pyridine). Isolated yield 53.0%. Procedure details: To a 25 ml round bottom flask was added tert-butyl 4-(1-methyl-1-{[6-(trifluoromethyl)pyridin-2-yl]sulfonyl}ethyl)piperidine-1-carboxylate (0.806 g, 1.85 mmol), trifluoroacetic acid (1.5 ml) and dichloromethane (5 ml). The resulting solution was stirred at room temperature for 1 hour. It was diluted with 50 ml ethyl acetate, washed with 50 ml 10% KOH and then 30 ml brine. The organics were dried over sodium sulfate, filtered and concentrated to give 0.33 g desired product as cyrstalline solid. Reaction conditions: time 1 hour. The solvent is C(C)(=O)OCC (ethyl acetate). Reaction SMILES: [CH3:1][C:2]([CH:17]1[CH2:22][CH2:21][N:20](C(OC(C)(C)C)=O)[CH2:19][CH2:18]1)([S:4]([C:7]1[CH:12]=[CH:11][CH:10]=[C:9]([C:13]([F:16])([F:15])[F:14])[N:8]=1)(=[O:6])=[O:5])[CH3:3].FC(F)(F)C(O)=O.ClCCl>C(OCC)(=O)C>[CH3:3][C:2]([S:4]([C:7]1[CH:12]=[CH:11][CH:10]=[C:9]([C:13]([F:15])([F:16])[F:14])[N:8]=1)(=[O:6])=[O:5])([CH:17]1[CH2:18][CH2:19][NH:20][CH2:21][CH2:22]1)[CH3:1]. Starting materials: CC(C)(S(=O)(=O)C1=NC(=CC=C1)C(F)(F)F)C1CCN(CC1)C(=O)OC(C)(C)C (tert-butyl 4-(1-methyl-1-{[6-(trifluoromethyl)pyridin-2-yl]sulfonyl}ethyl)piperidine-1-carboxylate), FC(C(=O)O)(F)F (trifluoroacetic acid), ClCCl (dichloromethane). Starting materials: C(C)(C)N1N=C(C=2C(=CC(=CC12)C=1C=NC=CC1)C(=O)OC)C (methyl 1-isopropyl-3-methyl-6-(pyridin-3-yl)-1H-indazole-4-carboxylate), C(C)(C)N1N=CC=2C(=CC(=CC12)C=1C=C2C(=NC1)NC=C2)C(=O)OC (methyl 1-isopropyl-6-(1H-pyrrolo[2,3-b]pyridin-5-yl)-1H-indazole-4-carboxylate), O[Li].O (LiOH.H2O). Solvent: C1CCOC1 (THF), O (H2O). Conditions: temperature 80 celsius. Yields the product C(C)(C)N1N=C(C=2C(=CC(=CC12)C=1C=NC=CC1)C(=O)O)C (1-isopropyl-3-methyl-6-(pyridin-3-yl)-1H-indazole-4-carboxylic acid). As a reaction SMILES: [CH:1]([N:4]1[C:12]2[CH:11]=[C:10]([C:13]3[CH:14]=[N:15][CH:16]=[CH:17][CH:18]=3)[CH:9]=[C:8]([C:19]([O:21]C)=[O:20])[C:7]=2[C:6]([CH3:23])=[N:5]1)([CH3:3])[CH3:2].C(N1C2C=C(C3C=C4C=CNC4=NC=3)C=C(C(OC)=O)C=2C=N1)(C)C.O[Li].O>C1COCC1.O>[CH:1]([N:4]1[C:12]2[CH:11]=[C:10]([C:13]3[CH:14]=[N:15][CH:16]=[CH:17][CH:18]=3)[CH:9]=[C:8]([C:19]([OH:21])=[O:20])[C:7]=2[C:6]([CH3:23])=[N:5]1)([CH3:3])[CH3:2] |f:2.3|. Procedure: To a stirred solution of methyl 1-isopropyl-3-methyl-6-(pyridin-3-yl)-1H-indazole-4-carboxylate, 1 (0.5 g, 1.618 mmol) in a mixture of THF and H2O (30 mL) was added LiOH.H2O (0.2 g, 4.85 mmol) and the mixture was refluxed at 80° C. for 8 h. THF was distilled off and the aqueous layer was adjusted to pH˜5 with 10% HCl at 0° C. and the precipitated solid was collected by filtration and dried to afford 1-isopropyl-3-methyl-6-(pyridin-3-yl)-1H-indazole-4-carboxylic acid as an off-white solid (0.51 g... Starting materials: ClC=1C=CC(=C(C(=O)N[C@H](C(=O)O)CC2=CC=C(C=C2)C2=CC=C(C=C2)OC(F)(F)F)C1)OCCCCCCC ((2S)-(5-Chloro-2-heptyloxy-benzoylamino)-3-(4′-trifluoromethoxy-biphenyl-4-yl)-propionic acid), FC(OC1=CC=C(C=C1)B(O)O)(F)F (4-trifluoromethoxy phenyl boronic acid). Yields the product C1(=CC=C(C=C1)C[C@@H](C(=O)O)NC(=O)C1=CC=C(C=C1)C1=CC=C(C=C1)OC(F)(F)F)C1=CC=CC=C1 (3-Biphenyl-4-yl-(2S)-[(4′-trifluoromethoxy-biphenyl-4-carbonyl)-amino]-propionic acid). The yield is 86.9%. As a reaction SMILES: Cl[C:2]1[CH:3]=[CH:4][C:5](OCCCCCCC)=[C:6]([CH:32]=1)[C:7]([NH:9][C@@H:10]([CH2:14][C:15]1[CH:20]=[CH:19][C:18]([C:21]2[CH:26]=[CH:25][C:24](OC(F)(F)F)=[CH:23][CH:22]=2)=[CH:17][CH:16]=1)[C:11]([OH:13])=[O:12])=[O:8].[F:41][C:42]([F:54])([F:53])[O:43][C:44]1[CH:49]=[CH:48][C:47](B(O)O)=[CH:46][CH:45]=1>>[C:18]1([C:21]2[CH:22]=[CH:23][CH:24]=[CH:25][CH:26]=2)[CH:17]=[CH:16][C:15]([CH2:14][C@H:10]([NH:9][C:7]([C:6]2[CH:32]=[CH:2][C:3]([C:47]3[CH:46]=[CH:45][C:44]([O:43][C:42]([F:41])([F:53])[F:54])=[CH:49][CH:48]=3)=[CH:4][CH:5]=2)=[O:8])[C:11]([OH:13])=[O:12])=[CH:20][CH:19]=1. Reported procedure: 3-Biphenyl-4-yl-(2S)-[(5-bromo-benzoyl-amino)-propionic acid (100 mg, 0.23 mmol) was reacted with 4-trifluoromethoxy phenyl boronic acid (145 mg, 0.69 mmol) by following general procedure D yielding the title compound (101 mg) as a white solid: Starting materials: OC=1C=CC=C2C=CN(C12)CC1=CC=C(C=C1)C (7-hydroxy-1-(4-methylbenzyl)-1H-indole), CC(=O)OC[C@@H]1[C@H]([C@@H]([C@H]([C@H](O1)Br)OC(=O)C)OC(=O)C)OC(=O)C (acetobromo-α-D-glucose), [OH-].[Na+] (sodium hydroxide). The reagents and catalysts are [Cl-].C(C1=CC=CC=C1)[N+](CCCC)(CCCC)CCCC (benzyltri-(n-butyl)ammonium chloride). Solvent: C(Cl)Cl (methylene chloride). Conditions: time 8 hour. The product is C(C)(=O)O[C@H]1[C@@H](O[C@@H]([C@H]([C@@H]1OC(C)=O)OC(C)=O)COC(C)=O)OC=1C=CC=C2C=CN(C12)CC1=CC=C(C=C1)C (7-(2,3,4,6-tetra-O-acetyl-β-D-glucopyranosyloxy)-1-(4-methylbenzyl)-1H-indole). The yield is 38.4%. RXN SMILES: [OH:1][C:2]1[CH:3]=[CH:4][CH:5]=[C:6]2[C:10]=1[N:9]([CH2:11][C:12]1[CH:17]=[CH:16][C:15]([CH3:18])=[CH:14][CH:13]=1)[CH:8]=[CH:7]2.[CH3:19][C:20]([O:22][CH2:23][C@H:24]1[O:29][C@H:28](Br)[C@H:27]([O:31][C:32]([CH3:34])=[O:33])[C@@H:26]([O:35][C:36]([CH3:38])=[O:37])[C@@H:25]1[O:39][C:40]([CH3:42])=[O:41])=[O:21].[OH-].[Na+]>[Cl-].C([N+](CCCC)(CCCC)CCCC)C1C=CC=CC=1.C(Cl)Cl>[C:32]([O:31][C@@H:27]1[C@@H:26]([O:35][C:36](=[O:37])[CH3:38])[C@H:25]([O:39][C:40](=[O:41])[CH3:42])[C@@H:24]([CH2:23][O:22][C:20](=[O:21])[CH3:19])[O:29][C@H:28]1[O:1][C:2]1[CH:3]=[CH:4][CH:5]=[C:6]2[C:10]=1[N:9]([CH2:11][C:12]1[CH:17]=[CH:16][C:15]([CH3:18])=[CH:14][CH:13]=1)[CH:8]=[CH:7]2)(=[O:33])[CH3:34] |f:2.3,4.5|. Procedure details: To a mixture of 7-hydroxy-1-(4-methylbenzyl)-1H-indole (1.36 g), acetobromo-α-D-glucose (2.59 g) and benzyltri-(n-butyl)ammonium chloride (1.79 g) in methylene chloride (20 mL) was added 5 mol/L aqueous sodium hydroxide solution (3.4 mL), and the mixture was stirred at room temperature overnight. The reaction mixture was purified by column chromatography on aminopropylated silica gel (eluent: n-hexane/ethyl acetate 1/1), and purified by column chromatography on silica gel (eluent: n-hexane/ethyl... RXN SMILES: [Cl:1][C:2]1[C:3]([C:13]2[CH:18]=[CH:17][C:16]([Cl:19])=[C:15]([O:20][CH3:21])[CH:14]=2)=[N:4][C:5](Cl)=[C:6]([C:8]([F:11])([F:10])[F:9])[CH:7]=1.[OH-].[K+].[CH2:24]([OH:26])[CH3:25]>>[Cl:1][C:2]1[C:3]([C:13]2[CH:18]=[CH:17][C:16]([Cl:19])=[C:15]([O:20][CH3:21])[CH:14]=2)=[N:4][C:5]([O:26][CH2:24][CH3:25])=[C:6]([C:8]([F:11])([F:10])[F:9])[CH:7]=1 |f:1.2|. Product: ClC=1C(=NC(=C(C1)C(F)(F)F)OCC)C1=CC(=C(C=C1)Cl)OC (3-Chloro-2-(4-chloro-3-methoxyphenyl)-6-ethoxy-5-trifluoromethylpyridine). Procedure: 6.5 g (18 mmol) of 3,6-dichloro-2-(4-chloro-3-methoxyphenyl)-5-trifluoromethylpyridine and 6.1 g (109 mmol) of potassium hydroxide in 100 ml of ethanol were stirred at 23° C. for 41 h. The solvent was then removed by distillation and the residue was taken up in 100 ml of dilute hydrochloric acid. Extraction was carried out three times with 100 ml of methylene chloride each time. The combined extracts were dried over sodium sulfate and then concentrated. Yield: 6.3 g (85%) of a colorless oil (pur... Reactants: ClC=1C(=NC(=C(C1)C(F)(F)F)Cl)C1=CC(=C(C=C1)Cl)OC (3,6-dichloro-2-(4-chloro-3-methoxyphenyl)-5-trifluoromethylpyridine), [OH-].[K+] (potassium hydroxide), C(C)O (ethanol). Reactants: C1(CCCO1)=O (γ-butyrolactone), NC=1C=CC=C2C=CC=NC12 (8-aminoquinoline). Reagents/catalysts: [Cl-].[Zn+2].[Cl-] (zinc chloride). The product is N1=CC=CC2=CC=CC(=C12)N1C(CCC1)=O (1-(8-quinolyl)-2-pyrrolidinone). RXN SMILES: [C:1]1(=[O:6])O[CH2:4][CH2:3][CH2:2]1.[NH2:7][C:8]1[CH:9]=[CH:10][CH:11]=[C:12]2[C:17]=1[N:16]=[CH:15][CH:14]=[CH:13]2>[Cl-].[Zn+2].[Cl-]>[N:16]1[C:17]2[C:12](=[CH:11][CH:10]=[CH:9][C:8]=2[N:7]2[CH2:4][CH2:3][CH2:2][C:1]2=[O:6])[CH:13]=[CH:14][CH:15]=1 |f:2.3.4|. Reported procedure: A mixture of γ-butyrolactone (4.3 g), 8-aminoquinoline (7.2 g) and zinc chloride (0.7 g) was heated at 225° for 20 hours in an autoclave. The cooled reaction mixture was partitioned between chloroform and 0.2 N hydrochloric acid. The aqueous layer was basified with sodium hydroxide then extracted with methylene chloride. Following treatment of the methylene chloride extract with FILTROL No. 1 (Trade Name) the solvent was vacuum-stripped to give 1-(8-quinolyl)-2-pyrrolidinone, identical by tlc wi...